Task: describe an organic reaction: reactants, conditions, products, and yield. Dataset: the Open Reaction Database (ORD), a public repository of structured organic reaction records The reactants are CC(=O)O, [Zn], [O-][n+]1cc(O)nn1-c1ccccc1. Product: Oc1cnn(-c2ccccc2)n1. Reaction SMILES: [CH3:14][C:15](=[O:16])[OH:17].[Zn:18].[c:1]1(-[n:7]2[n+:8]([O-:13])[cH:9][c:10]([OH:12])[n:11]2)[cH:2][cH:3][cH:4][cH:5][cH:6]1>>[c:1]1(-[n:7]2[n:8][cH:9][c:10]([OH:12])[n:11]2)[cH:2][cH:3][cH:4][cH:5][cH:6]1. Reactants: CC(=O)OCC(=O)Nc1nc2n(n1)C(c1ccc(C#N)cc1)C(C#N)=C(C)N2c1cccc(C(F)(F)F)c1, C1CCOC1, Cl, [Li+], [OH-], O. The product is CC1=C(C#N)C(c2ccc(C#N)cc2)n2nc(NC(=O)CO)nc2N1c1cccc(C(F)(F)F)c1. RXN SMILES: [C:3](=[O:4])([CH3:5])[O:6][CH2:7][C:8](=[O:9])[NH:10][c:11]1[n:12][n:13]2[c:14]([n:40]1)[N:15]([c:30]1[cH:31][c:32]([C:36]([F:37])([F:38])[F:39])[cH:33][cH:34][cH:35]1)[C:16]([CH3:29])=[C:17]([C:27]#[N:28])[CH:18]2[c:19]1[cH:20][cH:21][c:22]([C:25]#[N:26])[cH:23][cH:24]1.[CH2:43]1[O:44][CH2:45][CH2:46][CH2:47]1.[ClH:41].[Li+:1].[OH-:2].[OH2:42]>>[OH:6][CH2:7][C:8](=[O:9])[NH:10][c:11]1[n:12][n:13]2[c:14]([n:40]1)[N:15]([c:30]1[cH:31][c:32]([C:36]([F:37])([F:38])[F:39])[cH:33][cH:34][cH:35]1)[C:16]([CH3:29])=[C:17]([C:27]#[N:28])[CH:18]2[c:19]1[cH:20][cH:21][c:22]([C:25]#[N:26])[cH:23][cH:24]1. Starting materials: C(C1=CC=CC=C1)(=O)N(CC(=O)OC(C)(C)C)C(=O)C1=CC=CC2=C(C(=CC=C12)OC)C(F)(F)F (N-benzoyl-N-[[6-methoxy-5-(trifluoromethyl)-1-naphthalenyl]carbonyl]glycine, 1,1-dimethylethyl ester). The solvent is FC(C(=O)O)(F)F (trifluoroacetic acid), O (water). The product is C(C1=CC=CC=C1)(=O)N(CC(=O)O)C(=O)C1=CC=CC2=C(C(=CC=C12)OC)C(F)(F)F (N-benzoyl-N-[[6-methoxy-5-(trifluoromethyl)-1-naphthalenyl]carbonyl]glycin). The yield is 34.2%. RXN SMILES: [C:1]([N:9]([C:18]([C:20]1[C:29]2[C:24](=[C:25]([C:32]([F:35])([F:34])[F:33])[C:26]([O:30][CH3:31])=[CH:27][CH:28]=2)[CH:23]=[CH:22][CH:21]=1)=[O:19])[CH2:10][C:11]([O:13]C(C)(C)C)=[O:12])(=[O:8])[C:2]1[CH:7]=[CH:6][CH:5]=[CH:4][CH:3]=1>FC(F)(F)C(O)=O.O>[C:1]([N:9]([C:18]([C:20]1[C:29]2[C:24](=[C:25]([C:32]([F:33])([F:35])[F:34])[C:26]([O:30][CH3:31])=[CH:27][CH:28]=2)[CH:23]=[CH:22][CH:21]=1)=[O:19])[CH2:10][C:11]([OH:13])=[O:12])(=[O:8])[C:2]1[CH:7]=[CH:6][CH:5]=[CH:4][CH:3]=1. Procedure: A solution of N-benzoyl-N-[[6-methoxy-5-(trifluoromethyl)-1-naphthalenyl]carbonyl]glycine, 1,1-dimethylethyl ester (6.03 g, 12.4 mmole) in trifluoroacetic acid (40 mL) was stirred at room temperature for 10 minutes, then diluted with water (600 mL) and extracted with ether (2×300 mL). The extracts were combined, washed with saturated aqueous sodium chloride (1×100 mL), dried with magnesium sulfate, and the ether was removed. The resultant oil was suspended in water (300 mL) and the aqueous phase...